Dataset: the Open Reaction Database (ORD), a public repository of structured organic reaction records. Task: describe an organic reaction: reactants, conditions, products, and yield Starting materials: C1CCOC1, CC(=O)OC=O, CCCC#CC(CS(=O)(=O)N1CCN(c2ccccn2)CC1)NO. Yields the product CCCC#CC(CS(=O)(=O)N1CCN(c2ccccn2)CC1)N(O)C=O. Reaction SMILES: [CH2:31]1[O:32][CH2:33][CH2:34][CH2:35]1.[CH:25](=[O:26])[O:27][C:28](=[O:29])[CH3:30].[OH:1][NH:2][CH:3]([CH2:4][S:5](=[O:6])(=[O:7])[N:8]1[CH2:9][CH2:10][N:11]([c:14]2[n:15][cH:16][cH:17][cH:18][cH:19]2)[CH2:12][CH2:13]1)[C:20]#[C:21][CH2:22][CH2:23][CH3:24]>>[OH:1][N:2]([CH:3]([CH2:4][S:5](=[O:6])(=[O:7])[N:8]1[CH2:9][CH2:10][N:11]([c:14]2[n:15][cH:16][cH:17][cH:18][cH:19]2)[CH2:12][CH2:13]1)[C:20]#[C:21][CH2:22][CH2:23][CH3:24])[CH:25]=[O:26]. Reactants: Cl.ClC1=CC=C(C(=N)N)C=C1 (p-chlorobenzamidine hydrochloride), [Na] (sodium), C(CC(=O)OCC)(=O)OCC (diethyl malonate). Run in C(C)O (ethanol). The product is ClC1=CC=C(C=C1)C=1NC(CC(N1)=O)=O (2-(4-chlorophenyl)-4,6-(1H,5H)-pyrimidinedione). RXN SMILES: [Na].Cl.[Cl:3][C:4]1[CH:12]=[CH:11][C:7]([C:8]([NH2:10])=[NH:9])=[CH:6][CH:5]=1.[C:13](OCC)(=[O:20])[CH2:14][C:15](OCC)=[O:16]>C(O)C>[Cl:3][C:4]1[CH:12]=[CH:11][C:7]([C:8]2[NH:10][C:13](=[O:20])[CH2:14][C:15](=[O:16])[N:9]=2)=[CH:6][CH:5]=1 |f:1.2,^1:0|. Reported procedure: To a stirred solution of 56.4 g. of sodium metal in one liter of absolute ethanol there is added 156 g. of p-chlorobenzamidine hydrochloride followed by the dropwise addition of 144 g. of diethyl malonate over a thirty minutes period. The reaction mixture is heated under reflux for five hours. The solution is filtered and the filter cake is dissolved in water. The ethanol filtrate is evaporated to dryness and the solid residue added to the water solution. Upon acidification of the aqueous soluti... Starting materials: CC(C)(C)Oc1cc(F)nc(F)c1F, CC[N-]CC, C1CCOC1, CI, [Li+]. Yields the product Cc1c(F)nc(F)c(F)c1OC(C)(C)C. RXN SMILES: [C:7]([CH3:8])([CH3:9])([CH3:10])[O:11][c:12]1[c:13]([F:20])[c:14]([F:19])[n:15][c:16]([F:18])[cH:17]1.[CH2:1]([N-:2][CH2:3][CH3:4])[CH3:5].[CH2:23]1[O:24][CH2:25][CH2:26][CH2:27]1.[CH3:21][I:22].[Li+:6]>>[CH3:1][c:17]1[c:12]([O:11][C:7]([CH3:8])([CH3:9])[CH3:10])[c:13]([F:20])[c:14]([F:19])[n:15][c:16]1[F:18]. Starting materials: CO, Nc1ccc(C(F)(F)F)cc1C(=O)NCC(=O)NC1CCN(Cc2cc3c(cc2[N+](=O)[O-])OCO3)C1. The product is Nc1cc2c(cc1CN1CCC(NC(=O)CNC(=O)c3cc(C(F)(F)F)ccc3N)C1)OCO2. As a reaction SMILES: [CH3:37][OH:38].[NH2:1][c:2]1[c:3]([C:4](=[O:5])[NH:6][CH2:7][C:8](=[O:9])[NH:10][CH:11]2[CH2:12][N:13]([CH2:16][c:17]3[c:18]([N+:26]([O-:27])=[O:28])[cH:19][c:20]4[c:21]([cH:22]3)[O:23][CH2:24][O:25]4)[CH2:14][CH2:15]2)[cH:29][c:30]([C:33]([F:34])([F:35])[F:36])[cH:31][cH:32]1>>[NH2:1][c:2]1[c:3]([C:4](=[O:5])[NH:6][CH2:7][C:8](=[O:9])[NH:10][CH:11]2[CH2:12][N:13]([CH2:16][c:17]3[c:18]([NH2:26])[cH:19][c:20]4[c:21]([cH:22]3)[O:23][CH2:24][O:25]4)[CH2:14][CH2:15]2)[cH:29][c:30]([C:33]([F:34])([F:35])[F:36])[cH:31][cH:32]1. Reactants: CO, CC1CC(O)c2ncnc(N3CCN(C(=O)C(CN(C(=O)OC(C)(C)C)C(C)C)c4ccc(Cl)cc4)CC3)c21, Cl, C1COCCO1. The product is CC(C)NCC(C(=O)N1CCN(c2ncnc3c2C(C)CC3O)CC1)c1ccc(Cl)cc1. As a reaction SMILES: [CH3:47][OH:48].[Cl:1][c:2]1[cH:3][cH:4][c:5]([CH:8]([CH2:9][N:10]([C:11](=[O:12])[O:13][C:14]([CH3:15])([CH3:16])[CH3:17])[CH:18]([CH3:19])[CH3:20])[C:21](=[O:22])[N:23]2[CH2:24][CH2:25][N:26]([c:29]3[c:30]4[c:31]([n:32][cH:33][n:34]3)[CH:35]([OH:39])[CH2:36][CH:37]4[CH3:38])[CH2:27][CH2:28]2)[cH:6][cH:7]1.[ClH:40].[O:41]1[CH2:42][CH2:43][O:44][CH2:45][CH2:46]1>>[Cl:1][c:2]1[cH:3][cH:4][c:5]([CH:8]([CH2:9][NH:10][CH:18]([CH3:19])[CH3:20])[C:21](=[O:22])[N:23]2[CH2:24][CH2:25][N:26]([c:29]3[c:30]4[c:31]([n:32][cH:33][n:34]3)[CH:35]([OH:39])[CH2:36][CH:37]4[CH3:38])[CH2:27][CH2:28]2)[cH:6][cH:7]1. Reactants: ClC1=C(OC(C(C)=O)C)C=CC(=C1)Cl (3-(2,4-dichlorophenoxy)-2-butanone), COC(N(C)C)OC (N,N-dimethylformamide dimethylacetal). Run in CO (methanol). Run at temperature 120 celsius. Product: ClC1=C(OC(C(C=CN(C)C)=O)C)C=CC(=C1)Cl (4-(2,4-dichlorophenoxy)-1-(dimethylamino)-1-penten-3-one). Reaction SMILES: [Cl:1][C:2]1[CH:13]=[C:12]([Cl:14])[CH:11]=[CH:10][C:3]=1[O:4][CH:5]([CH3:9])[C:6](=[O:8])[CH3:7].CO[CH:17](OC)[N:18]([CH3:20])[CH3:19]>CO>[Cl:1][C:2]1[CH:13]=[C:12]([Cl:14])[CH:11]=[CH:10][C:3]=1[O:4][CH:5]([CH3:9])[C:6](=[O:8])[CH:7]=[CH:17][N:18]([CH3:20])[CH3:19]. Procedure details: A mixture of 3-(2,4-dichlorophenoxy)-2-butanone (4.66 g) and N,N-dimethylformamide dimethylacetal (2.38 g) was heated under argon in an oil bath at 120° C. for 11 hours. The methanol produced in the reaction was removed under reduced pressure and the residue was triturated with n-hexane. The solid was collected by filtration and washed with cold diethyl ether to give 4-(2,4-dichlorophenoxy)-1-(dimethylamino)-1-penten-3-one. Yield 4.07 g.